The task is: describe an organic reaction: reactants, conditions, products, and yield. This data is from the Open Reaction Database (ORD), a public repository of structured organic reaction records. Starting materials: [H-].[Na+] (NaH), BrC1=CC(N(C=C1)CC(CO)C)=O (4-bromo-1-(3-hydroxy-2-methyl-propyl)-1H-pyridin-2-one), CI (methyl iodide). Run in CN(C=O)C (dimethylformamide). Yields the product BrC1=CC(N(C=C1)CC(COC)C)=O (4-Bromo-1-(3-methoxy-2-methyl-propyl)-1H-pyridin-2-one). As a reaction SMILES: [H-].[Na+].[Br:3][C:4]1[CH:9]=[CH:8][N:7]([CH2:10][CH:11]([CH3:14])[CH2:12][OH:13])[C:6](=[O:15])[CH:5]=1.[CH3:16]I>CN(C)C=O>[Br:3][C:4]1[CH:9]=[CH:8][N:7]([CH2:10][CH:11]([CH3:14])[CH2:12][O:13][CH3:16])[C:6](=[O:15])[CH:5]=1 |f:0.1|. Procedure details: NaH (60% in mineral oil, 57 mg) was added to a solution of 4-bromo-1-(3-hydroxy-2-methyl-propyl)-1H-pyridin-2-one (0.53 g) in dimethylformamide (6 mL) chilled in an ice bath. After stirring the solution with cooling for 0.5 h, methyl iodide (110 μL) was added. The cooling bath was removed and the solution was stirred at room temperature overnight. Then, the solution was concentrated under reduced pressure and the residue was diluted with water. The resulting mixture was extracted with ethyl acet... As a reaction SMILES: [Br:1][c:2]1[cH:3][cH:4][c:5]([O:25][CH3:26])[c:6]([C:8](=[O:9])[c:10]2[cH:11][cH:12][c:13]([NH:16][c:17]3[c:18]([F:24])[cH:19][c:20]([F:23])[cH:21][cH:22]3)[cH:14][cH:15]2)[cH:7]1.[CH3:27][N:28]1[CH2:29][CH2:30][C:31]([OH:34])([CH:35]=[CH:36][Sn:37]([CH2:38][CH2:39][CH2:40][CH3:41])([CH2:42][CH2:43][CH2:44][CH3:45])[CH2:46][CH2:47][CH2:48][CH3:49])[CH2:32][CH2:33]1>>[c:2]1([CH:36]=[CH:35][C:31]2([OH:34])[CH2:30][CH2:29][N:28]([CH3:27])[CH2:33][CH2:32]2)[cH:3][cH:4][c:5]([O:25][CH3:26])[c:6]([C:8](=[O:9])[c:10]2[cH:11][cH:12][c:13]([NH:16][c:17]3[c:18]([F:24])[cH:19][c:20]([F:23])[cH:21][cH:22]3)[cH:14][cH:15]2)[cH:7]1. Starting materials: COc1ccc(Br)cc1C(=O)c1ccc(Nc2ccc(F)cc2F)cc1, CCCC[Sn](C=CC1(O)CCN(C)CC1)(CCCC)CCCC. Yields the product COc1ccc(C=CC2(O)CCN(C)CC2)cc1C(=O)c1ccc(Nc2ccc(F)cc2F)cc1. Starting materials: Intermediate 216, FC(C(=O)O)(F)F.C[C@H](CCC)OC=1NC(=C2N=C(N=C2N1)OC)N (2-{[(1R)-1-methylbutyl]oxy}-8-(methyloxy)-1H-purin-6-amine trifluoroacetate), BrCC[C@@H]1COCC1 ((3R)-3-(2-bromoethyl)tetrahydrofuran). Product: C[C@H](CCC)OC1=NC(=C2N=C(N(C2=N1)CC[C@@H]1COCC1)OC)N (2-{[(1R)-1-Methylbutyl]oxy}-8-(methyloxy)-9-{2-[(3S)-tetrahydro-3-furanyl]ethyl}-9H-purin-6-amine). Reaction SMILES: FC(F)(F)C(O)=O.[CH3:8][C@@H:9]([O:13][C:14]1[NH:15][C:16]([NH2:25])=[C:17]2[C:21]([N:22]=1)=[N:20][C:19]([O:23][CH3:24])=[N:18]2)[CH2:10][CH2:11][CH3:12].Br[CH2:27][CH2:28][C@H:29]1[CH2:33][CH2:32][O:31][CH2:30]1>>[CH3:8][C@@H:9]([O:13][C:14]1[N:22]=[C:21]2[C:17]([N:18]=[C:19]([O:23][CH3:24])[N:20]2[CH2:27][CH2:28][C@H:29]2[CH2:33][CH2:32][O:31][CH2:30]2)=[C:16]([NH2:25])[N:15]=1)[CH2:10][CH2:11][CH3:12] |f:0.1|. Procedure: Prepared similarly to Intermediate 216 from 2-{[(1R)-1-methylbutyl]oxy}-8-(methyloxy)-1H-purin-6-amine trifluoroacetate and (3R)-3-(2-bromoethyl)tetrahydrofuran. The product is FC(C=1C=C(C=C(C1)C(F)(F)F)NC(C1=C(C(=CC(=C1)Cl)C)O)=O)(F)F (N-(3,5-bis(trifluoromethyl)phenyl)-5-chloro-2-hydroxy-3-methylbenzamide). Reactants: FC(C=1C=C(C=C(C1)C(F)(F)F)NC(C1=C(C(=CC(=C1)Cl)C)OC)=O)(F)F (N-(3,5-bis(trifluoromethyl)phenyl)-5-chloro-2-methoxy-3-methylbenzamide), B(Br)(Br)Br (boron tribromide), [OH-].[Na+] (sodium hydroxide). Run in ice water, C(Cl)Cl (CH2Cl2). Yield: 96.2%. Run at time 3 hour. As a reaction SMILES: [F:1][C:2]([F:27])([F:26])[C:3]1[CH:4]=[C:5]([NH:13][C:14](=[O:25])[C:15]2[CH:20]=[C:19]([Cl:21])[CH:18]=[C:17]([CH3:22])[C:16]=2[O:23]C)[CH:6]=[C:7]([C:9]([F:12])([F:11])[F:10])[CH:8]=1.B(Br)(Br)Br.[OH-].[Na+]>C(Cl)Cl>[F:12][C:9]([F:10])([F:11])[C:7]1[CH:6]=[C:5]([NH:13][C:14](=[O:25])[C:15]2[CH:20]=[C:19]([Cl:21])[CH:18]=[C:17]([CH3:22])[C:16]=2[OH:23])[CH:4]=[C:3]([C:2]([F:1])([F:26])[F:27])[CH:8]=1 |f:2.3|. Reported procedure: N-(3,5-bis(trifluoromethyl)phenyl)-5-chloro-2-methoxy-3-methylbenzamide (1 g, 2.43 mmol) prepared in step 1 was dissolved in CH2Cl2 (15 ml), to which boron tribromide (3.54 ml, 12.15 mmol) was added at −70° C., followed by stirring at room temperature for 3 hours. The mixture was dropped in 20 ml of cold ice water, followed by stirring for 30 more minutes. The mixture was cooled down at room temperature, to which aqueous sodium hydroxide was dropped 6˜7 drops. Extraction was performed with dichl... The reactants are C(C)OC(CCC1=CC=C(C=C1)CN1C(C(=CC=C1)C1=CC=C(C=C1)N)=O)=O (3-{4-[3-(4-Aminophenyl)-2-oxo-2H-pyridin-1-ylmethyl]phenyl}propionic acid ethyl ester), C=1(C(=CC=CC1)N=C=O)C (o-tolyl isocyanate). Run in ClCCl (dichloromethane). Yields the product C(C)OC(CCC1=CC=C(C=C1)CN1C(C(=CC=C1)C1=CC=C(C=C1)NC(=O)NC1=C(C=CC=C1)C)=O)=O (3-(4-{2-Oxo-3-[4-(3-o-tolyl-ureido)phenyl)-2H-pyridin-1-ylmethyl}phenyl)-propionic acid ethyl ester). Reaction SMILES: [CH2:1]([O:3][C:4](=[O:28])[CH2:5][CH2:6][C:7]1[CH:12]=[CH:11][C:10]([CH2:13][N:14]2[CH:19]=[CH:18][CH:17]=[C:16]([C:20]3[CH:25]=[CH:24][C:23]([NH2:26])=[CH:22][CH:21]=3)[C:15]2=[O:27])=[CH:9][CH:8]=1)[CH3:2].[C:29]1([CH3:38])[C:30]([N:35]=[C:36]=[O:37])=[CH:31][CH:32]=[CH:33][CH:34]=1>ClCCl>[CH2:1]([O:3][C:4](=[O:28])[CH2:5][CH2:6][C:7]1[CH:8]=[CH:9][C:10]([CH2:13][N:14]2[CH:19]=[CH:18][CH:17]=[C:16]([C:20]3[CH:25]=[CH:24][C:23]([NH:26][C:36]([NH:35][C:30]4[CH:31]=[CH:32][CH:33]=[CH:34][C:29]=4[CH3:38])=[O:37])=[CH:22][CH:21]=3)[C:15]2=[O:27])=[CH:11][CH:12]=1)[CH3:2]. Procedure details: 3-{4-[3-(4-Aminophenyl)-2-oxo-2H-pyridin-1-ylmethyl]phenyl}propionic acid ethyl ester (P8, 60 mg, 0.16 mmol) and o-tolyl isocyanate (40 [2 L, 0.32 mmol) were stirred at room temperature in dichloromethane (5 mL) for 3 hours, then the reaction mixture was concentrated. Trituration with diethyl ether afforded the title compound as a solid. The reactants are FC(C(=O)O)(F)F.ClC=1C(=C2C(=NC1)NC(=N2)C2=CC=C(C=C2)CN2CCOCC2)N[C@H]2[C@H]([C@@H]1C=C[C@H]2C1)C(=O)N ((1S,2S,3R,4R)-3-[6-Chloro-2-(4-morpholin-4-ylmethyl-phenyl)-3H-imidazo[4,5-b]pyridine-7-ylamino]-bicyclo[2.2.1]hept-5-ene-2-carboxylic acid amide-trifluoroacetate salt), NC1=NC=C(C(=C1N)N[C@H]1[C@H]([C@@H]2C=C[C@H]1C2)C(=O)N)Cl ((1S,2S,3R,4R)-3-(2,3-Diamino-5-chloro-pyridin-4-ylamino)-bicyclo[2.2.1]hept-5-ene-2-carboxylic acid amide), C(C)(C)(C)OC(=O)N1CCN(CC1)CC1=CC(=C(C=C1)C=O)OC (4-(4-formyl-3-methoxy-benzyl)-piperazine-1-carboxylic acid tert-butyl ester), FC(C(=O)O)(F)F (trifluoroacetic acid). Yield: 10.0%. As a reaction SMILES: FC(F)(F)C(O)=O.ClC1C(N[C@@H]2[C@@H]3C[C@@H](C=C3)[C@@H]2C(N)=O)=C2N=C(C3C=CC(CN4CCOCC4)=CC=3)NC2=NC=1.[NH2:42][C:43]1[C:48]([NH2:49])=[C:47]([NH:50][C@@H:51]2[C@@H:56]3[CH2:57][C@@H:53]([CH:54]=[CH:55]3)[C@@H:52]2[C:58]([NH2:60])=[O:59])[C:46]([Cl:61])=[CH:45][N:44]=1.C(OC([N:69]1[CH2:74][CH2:73][N:72]([CH2:75][C:76]2[CH:81]=[CH:80][C:79]([CH:82]=O)=[C:78]([O:84][CH3:85])[CH:77]=2)[CH2:71][CH2:70]1)=O)(C)(C)C.FC(F)(F)C(O)=O>>[Cl:61][C:46]1[C:47]([NH:50][C@@H:51]2[C@@H:56]3[CH2:57][C@@H:53]([CH:54]=[CH:55]3)[C@@H:52]2[C:58]([NH2:60])=[O:59])=[C:48]2[N:49]=[C:82]([C:79]3[CH:80]=[CH:81][C:76]([CH2:75][N:72]4[CH2:73][CH2:74][NH:69][CH2:70][CH2:71]4)=[CH:77][C:78]=3[O:84][CH3:85])[NH:42][C:43]2=[N:44][CH:45]=1 |f:0.1|. Reported procedure: In the same fashion as for Compound III, (1S,2S,3R,4R)-3-(2,3-Diamino-5-chloro-pyridin-4-ylamino)-bicyclo[2.2.1]hept-5-ene-2-carboxylic acid amide and 4-(4-formyl-3-methoxy-benzyl)-piperazine-1-carboxylic acid tert-butyl ester were reacted to produce a material which following treatment with trifluoroacetic acid at 40° C. for four hours, followed by concentration and neutralization afforded the title compound (10%). 1H NMR (d-4 methanol): 8.30 (d, J=7 Hz, 1H), 8.11 (s, 1H), 7.40 (s, 1H), 7.27 (d... Yields the product ClC=1C(=C2C(=NC1)NC(=N2)C2=C(C=C(C=C2)CN2CCNCC2)OC)N[C@H]2[C@H]([C@@H]1C=C[C@H]2C1)C(=O)N ((1S,2S,3R,4R)-3-[6-Chloro-2-(2-methoxy-4-piperazin-1-ylmethyl-phenyl)-3H-imidazo[4,5-b]pyridine-7-ylamino]-bicyclo[2.2.1]hept-5-ene-2-carboxylic acid amide). Reactants: C(C=C)OC(=O)N1[C@@H](CC(C1)F)C=C(C)C1=C(N2C([C@@H]([C@H]2C1)[C@@H](C)O)=O)C(=O)OCC=C (allyl (5R,6S)-3-[2-{(2S)-1-allyloxycarbonyl-4-fluoropyrrolidin-2-yl}-1-methylethenyl]-6-[(1R)-1-hydroxyethyl]-7-oxo-1-azabicyclo[3.2.0]hept-2-ene-2-carboxylate), N1CCOCC1 (morpholine), C1(=CC=CC=C1)P(C1=CC=CC=C1)C1=CC=CC=C1 (triphenylphosphine). Reagents/catalysts: C=1C=CC(=CC1)[P](C=2C=CC=CC2)(C=3C=CC=CC3)[Pd]([P](C=4C=CC=CC4)(C=5C=CC=CC5)C=6C=CC=CC6)([P](C=7C=CC=CC7)(C=8C=CC=CC8)C=9C=CC=CC9)[P](C=1C=CC=CC1)(C=1C=CC=CC1)C=1C=CC=CC1 (tetrakis(triphenylphosphine)palladium(0)). Run in O1CCCC1 (tetrahydrofuran), C(C)O (ethanol). The product is CC(=CCCCC)C(=O)O (hept-2-ene-2carboxylic acid). As a reaction SMILES: C(OC(N1CC(F)C[C@H]1C=C([C:16]1[CH2:22][C@H:21]2N([C:19](=O)[C@@H:20]2[C@H:23]([OH:25])C)[C:17]=1[C:27](OCC=C)=O)C)=O)C=C.N1CC[O:36]CC1.C1(P(C2C=CC=CC=2)C2C=CC=CC=2)C=CC=CC=1>O1CCCC1.C(O)C.C1C=CC([P]([Pd]([P](C2C=CC=CC=2)(C2C=CC=CC=2)C2C=CC=CC=2)([P](C2C=CC=CC=2)(C2C=CC=CC=2)C2C=CC=CC=2)[P](C2C=CC=CC=2)(C2C=CC=CC=2)C2C=CC=CC=2)(C2C=CC=CC=2)C2C=CC=CC=2)=CC=1>[CH3:19][C:20]([C:23]([OH:36])=[O:25])=[CH:21][CH2:22][CH2:16][CH2:17][CH3:27] |^1:69,71,90,109|. Reported procedure: To a solution of allyl (5R,6S)-3-[2-{(2S)-1-allyloxycarbonyl-4-fluoropyrrolidin-2-yl}-1-methylethenyl]-6-[(1R)-1-hydroxyethyl]-7-oxo-1-azabicyclo[3.2.0]hept-2-ene-2-carboxylate (1.7 g), morpholine (694 μl), and triphenylphosphine (199 mg) in tetrahydrofuran (30 ml) and ethanol (10 ml) was added tetrakis(triphenylphosphine)palladium(0) (263 mg) at room temperature. After stirring for an hour, the precipitate was filtered, washed in turn with dichloromethane (3 times) and acetone (twice), and drie...